From a dataset of the Open Reaction Database (ORD), a public repository of structured organic reaction records. describe an organic reaction: reactants, conditions, products, and yield Reactants: N(=NC(=O)OCC)C(=O)OCC (Diethyl azodicarboxylate), C1(=CC=CC=C1)P(C1=CC=CC=C1)C1=CC=CC=C1 (triphenylphosphine), ClC1=CC=C(C=C1)C=1C=C(C=2NC=3C=C(C=CC3C2N1)O)C(=O)OC (methyl 2-(4-chlorophenyl)-7-hydroxy-5H-pyrido[3,2-b]indole-4-carboxylate), O1CCN(CC1)CCCO (3-morpholinopropan-1-ol). Solvent: C1CCOC1 (THF). Reaction conditions: time 1 hour. Product: ClC1=CC=C(C=C1)C=1C=C(C=2NC=3C=C(C=CC3C2N1)OCCCN1CCOCC1)C(=O)OC (methyl 2-(4-chlorophenyl)-7-(3-morpholinopropoxy)-5H-pyrido[3,2-b]indole-4-carboxylate). The yield is 55.2%. As a reaction SMILES: N(C(OCC)=O)=NC(OCC)=O.C1(P(C2C=CC=CC=2)C2C=CC=CC=2)C=CC=CC=1.[Cl:32][C:33]1[CH:38]=[CH:37][C:36]([C:39]2[CH:40]=[C:41]([C:53]([O:55][CH3:56])=[O:54])[C:42]3[NH:43][C:44]4[CH:45]=[C:46]([OH:52])[CH:47]=[CH:48][C:49]=4[C:50]=3[N:51]=2)=[CH:35][CH:34]=1.[O:57]1[CH2:62][CH2:61][N:60]([CH2:63][CH2:64][CH2:65]O)[CH2:59][CH2:58]1>C1COCC1>[Cl:32][C:33]1[CH:34]=[CH:35][C:36]([C:39]2[CH:40]=[C:41]([C:53]([O:55][CH3:56])=[O:54])[C:42]3[NH:43][C:44]4[CH:45]=[C:46]([O:52][CH2:65][CH2:64][CH2:63][N:60]5[CH2:61][CH2:62][O:57][CH2:58][CH2:59]5)[CH:47]=[CH:48][C:49]=4[C:50]=3[N:51]=2)=[CH:37][CH:38]=1. Reported procedure: Diethyl azodicarboxylate (90 μL, 0.57 mmol) was added to a solution of triphenylphosphine (149 mg, 0.567 mmol), methyl 2-(4-chlorophenyl)-7-hydroxy-5H-pyrido[3,2-b]indole-4-carboxylate (100 mg, 0.283 mmol) and 3-morpholinopropan-1-ol (78 μL, 0.57 mmol) in dry THF (1.4 mL) at RT under nitrogen. After 1 hr, the reaction was quenched with a little water and the product was captured on an SCX cartridge, washed with MeOH and DCM, and then released with 2 N NH3 in MeOH. Radial chromatography (step gra...